From a dataset of the Open Reaction Database (ORD), a public repository of structured organic reaction records. describe an organic reaction: reactants, conditions, products, and yield Starting materials: [O-][Si](=O)[O-].[Mg+2] (Florisil), OS(=O)[O-].[Na+] (NaHSO3), IC1=C2C3C=CC(C2=CC=C1)C3 (5-Iodo-1,4-dihydro-1,4-methano-naphthalene), C[N+]1(CCOCC1)[O-] (N-methyl morpholine N-oxide). Reagents/catalysts: O=[Os](=O)(=O)=O (OsO4). Solvent: CC(=O)C (acetone), O (H2O). Run at time 144 hour. Yields the product IC1=C2C3C(C(C(C2=CC=C1)C3)O)O (5-Iodo-1,2,3,4-tetrahydro-1,4-methano-naphthalene-2,3-diol). Isolated yield 91.2%. Reaction SMILES: [I:1][C:2]1[CH:11]=[CH:10][CH:9]=[C:8]2[C:3]=1[CH:4]1[CH2:12][CH:7]2C=C1.C[N+]1([O-])[CH2:19][CH2:18][O:17]CC1.[O-:21][Si]([O-])=O.[Mg+2].OS([O-])=O.[Na+]>CC(C)=O.O.O=[Os](=O)(=O)=O>[I:1][C:2]1[CH:11]=[CH:10][CH:9]=[C:8]2[C:3]=1[CH:4]1[CH2:12][CH:7]2[CH:19]([OH:21])[CH:18]1[OH:17] |f:2.3,4.5|. Procedure: 5-Iodo-1,4-dihydro-1,4-methano-naphthalene (20 g) and N-methyl morpholine N-oxide (17.61 g, 130 mmol) were stirred in acetone (90 mL) and H2O (13 mL). To this was added a solution of OsO4 (0.2 mL, 2.5% wt. solution in t-butanol, 0.02 mmol). After 144 hours, Florisil (5 g) and saturated aqueous NaHSO3 solution (3 mL) were added and stirred for ½ hour. The mixture was filtered through a Celite pad and the filtrate concentrated to produce an oil which was purified by chromatography on Silica gel el... Starting materials: CC=1C=C(C=CC1)CCCCC1=C(OCC2OC2)C=CC=C1 (2-{2-[4-(3-methylphenyl)butyl]phenoxymethyl}oxirane), CNC (dimethylamine). Run in O1CCCC1 (tetrahydrofuran). Product: CN(CC(COC1=C(C=CC=C1)CCCCC1=CC(=CC=C1)C)O)C (3-Dimethylamino-1-{2-[4-(3-methylphenyl)butyl]phenoxy}-2-propanol). The yield is 59.0%. RXN SMILES: [CH3:1][C:2]1[CH:3]=[C:4]([CH2:8][CH2:9][CH2:10][CH2:11][C:12]2[CH:22]=[CH:21][CH:20]=[CH:19][C:13]=2[O:14][CH2:15][CH:16]2[CH2:18][O:17]2)[CH:5]=[CH:6][CH:7]=1.[CH3:23][NH:24][CH3:25]>O1CCCC1>[CH3:23][N:24]([CH3:25])[CH2:18][CH:16]([OH:17])[CH2:15][O:14][C:13]1[CH:19]=[CH:20][CH:21]=[CH:22][C:12]=1[CH2:11][CH2:10][CH2:9][CH2:8][C:4]1[CH:5]=[CH:6][CH:7]=[C:2]([CH3:1])[CH:3]=1. Procedure details: Following a procedure similar to that described in Example 1(b), 1.83 g of 2-{2-[4-(3-methylphenyl)butyl]phenoxymethyl}oxirane [prepared as described in step (a) above] dissolved in 20 ml of tetrahydrofuran were treated with 4 ml of 50% by volume aqueous dimethylamine. The crude product thus obtained was purified as described in Example 1(b), to give 1.25 g (yield 59%) of the title compound as a colorless oil. The reactants are OBO, Cc1ccc(Br)cn1, COc1ccccc1CNC1CCC(N(C)C(=O)OC(C)(C)C)CC1. Yields the product COc1ccc(-c2ccc(C)nc2)cc1CNC1CCC(N(C)C(=O)OC(C)(C)C)CC1. RXN SMILES: [BH:1]([OH:2])[OH:3].[Br:29][c:30]1[cH:31][cH:32][c:33]([CH3:36])[n:34][cH:35]1.[C:4](=[O:5])([O:6][C:7]([CH3:8])([CH3:9])[CH3:10])[N:11]([CH:12]1[CH2:13][CH2:14][CH:15]([NH:18][CH2:19][c:20]2[cH:21][cH:22][cH:23][cH:24][c:25]2[O:26][CH3:27])[CH2:16][CH2:17]1)[CH3:28]>>[C:4](=[O:5])([O:6][C:7]([CH3:8])([CH3:9])[CH3:10])[N:11]([CH:12]1[CH2:13][CH2:14][CH:15]([NH:18][CH2:19][c:20]2[cH:21][c:22](-[c:30]3[cH:31][cH:32][c:33]([CH3:36])[n:34][cH:35]3)[cH:23][cH:24][c:25]2[O:26][CH3:27])[CH2:16][CH2:17]1)[CH3:28]. Starting materials: CC(=CC(=O)O)CCC=C(CCC=C(CCC=C(C)C)C)C (3,7,11,15-tetramethyl-2,6,10,14-hexadecatetraenoic acid), NCC1N(CCC1)CC (2-aminomethyl-1-ethylpyrrolidine). The product is CC(=CC(=O)NCC1N(CCC1)CC)CCC=C(CCC=C(CCC=C(C)C)C)C (2-(3,7,11,15-Tetramethyl-2,6,10,14-hexadecatetraenoylaminomethyl)-1-ethylpyrrolidine). Isolated yield 93.9%. Reaction SMILES: [CH3:1][C:2]([CH2:7][CH2:8][CH:9]=[C:10]([CH3:22])[CH2:11][CH2:12][CH:13]=[C:14]([CH3:21])[CH2:15][CH2:16][CH:17]=[C:18]([CH3:20])[CH3:19])=[CH:3][C:4]([OH:6])=O.[NH2:23][CH2:24][CH:25]1[CH2:29][CH2:28][CH2:27][N:26]1[CH2:30][CH3:31]>>[CH3:1][C:2]([CH2:7][CH2:8][CH:9]=[C:10]([CH3:22])[CH2:11][CH2:12][CH:13]=[C:14]([CH3:21])[CH2:15][CH2:16][CH:17]=[C:18]([CH3:20])[CH3:19])=[CH:3][C:4]([NH:23][CH2:24][CH:25]1[CH2:29][CH2:28][CH2:27][N:26]1[CH2:30][CH3:31])=[O:6]. Reported procedure: The procedure of Example 9 was repeated except that 6.1 g of 3,7,11,15-tetramethyl-2,6,10,14-hexadecatetraenoic acid and 3.8 g of 2-aminomethyl-1-ethylpyrrolidine were used as starting materials. 7.8 g (yield 94%) of the title compound was obtained as a brown oil. Starting materials: O1C(=CC=C1)C(=O)OCC (ethyl 2-furoate), ice, [H-].[Na+] (sodium hydride), C1(CCCCC1)CC(=O)OC (methyl cyclohexylacetate). Run at temperature 0 celsius, time 20 minute. The product is COC(C(C(=O)C=1OC=CC1)C1CCCCC1)=O (2-cyclohexyl-3-furan-2-yl-3-oxo-propionic acid methyl ester). Yield: 76.3%. As a reaction SMILES: [H-].[Na+].[CH:3]1([CH2:9][C:10]([O:12][CH3:13])=[O:11])[CH2:8][CH2:7][CH2:6][CH2:5][CH2:4]1.[O:14]1[CH:18]=[CH:17][CH:16]=[C:15]1[C:19](OCC)=[O:20]>>[CH3:13][O:12][C:10](=[O:11])[CH:9]([CH:3]1[CH2:8][CH2:7][CH2:6][CH2:5][CH2:4]1)[C:19]([C:15]1[O:14][CH:18]=[CH:17][CH:16]=1)=[O:20] |f:0.1|. Procedure details: To an ice cold suspension of 0.92 g (23 mmol) of sodium hydride (NaH 60% dispersion in mineral oil) (previously washed with hexane and dried under vacuum) in 25 mL of 1,2-dimethoxyethane (DME) was added 0.9 g (5.76 mmol) of methyl cyclohexylacetate, and the resulting mixture was stirred at 0° C. for 20 min. Then 1.2 g (8.56 mmol) of ethyl 2-furoate was added, and the reaction mixture was heated at reflux overnight. The mixture was then cooled to 0° C., quenched by the addition of 1 M HCl solutio...